From a dataset of the Open Reaction Database (ORD), a public repository of structured organic reaction records. describe an organic reaction: reactants, conditions, products, and yield Starting materials: FC1=C(C=CC(=C1)I)NC1=C2C=NNC2=CC=C1C(=O)O (4-(2-fluoro-4-iodophenylamino)-1H-indazole-5-carboxylic acid), CC1(OC[C@@H](O1)CON)C (O—((R)-2,2-dimethyl-[1,3]dioxolan-4-ylmethyl)-hydroxylamine), CCN=C=NCCCN(C)C (EDCI), C=1C=CC2=C(C1)N=NN2O (HOBt), CCN(C(C)C)C(C)C (DIPEA). The solvent is CN(C)C=O (DMF). Reaction conditions: time 3.5 hour. Product: CC1(OC[C@@H](O1)CONC(=O)C=1C(=C2C=NNC2=CC1)NC1=C(C=C(C=C1)I)F)C (4-(2-Fluoro-4-iodophenylamino)-1H-indazole-5-carboxylic acid ((R)-2,2-dimethyl-[1,3]-dioxolan-4-ylmethoxy)amide). Yield: 67.5%. Reaction SMILES: [F:1][C:2]1[CH:7]=[C:6]([I:8])[CH:5]=[CH:4][C:3]=1[NH:9][C:10]1[C:18]([C:19](O)=[O:20])=[CH:17][CH:16]=[C:15]2[C:11]=1[CH:12]=[N:13][NH:14]2.[CH3:22][C:23]1([CH3:31])[O:27][C@@H:26]([CH2:28][O:29][NH2:30])[CH2:25][O:24]1.CCN=C=NCCCN(C)C.C1C=CC2N(O)N=NC=2C=1.CCN(C(C)C)C(C)C>CN(C=O)C>[CH3:22][C:23]1([CH3:31])[O:27][C@@H:26]([CH2:28][O:29][NH:30][C:19]([C:18]2[C:10]([NH:9][C:3]3[CH:4]=[CH:5][C:6]([I:8])=[CH:7][C:2]=3[F:1])=[C:11]3[C:15](=[CH:16][CH:17]=2)[NH:14][N:13]=[CH:12]3)=[O:20])[CH2:25][O:24]1. Procedure: To a solution of 4-(2-fluoro-4-iodophenylamino)-1H-indazole-5-carboxylic acid (150 mg, 0.38 mmol) and O—((R)-2,2-dimethyl-[1,3]dioxolan-4-ylmethyl)-hydroxylamine (83 mg, 0.57 mmol) in DMF (4 mL) was added EDCI (80 mg, 0.42 mmol), HOBt (56 mg, 0.42 mmol) and DIPEA (70 μL, 0.42 mmol). The reaction mixture was stirred at room temperature for 3.5 hours before being concentrated in vacuo. The resultant residue was dissolved in ethyl acetate (10 mL), washed with aqueous saturated sodium bicarbonate so... Product: NC1=C(C=C(C=C1C1OCCC1)C=1C=NC(=NC1)C(C)(C)O)[N+](=O)[O-] (2-[5-(4-amino-3-nitro-5-tetrahydrofuran-2-yl-phenyl)pyrimidin-2-yl]propan-2-ol). Procedure details: Mixed N-(4-bromo-2-nitro-6-tetrahydrofuran-2-yl-phenyl)-2,2,2-trifluoro-acetamide (6) (19.00 g, 49.59 mmol), 2-[5-(4,4,5,5-tetramethyl-1,3,2-dioxaborolan-2-yl)pyrimidin-2-yl]propan-2-ol (7) (14.41 g, 54.55 mmol), aqueous 2.7 M sodium carbonate (73.48 mL, 198.4 mmol), and 1,4-dioxane (190 mL, Sigma-Aldrich 360481). A stream of nitrogen was bubbled through the stirring mixture for 40 minutes, followed by addition of 1,1′-bis(diphenylphosphino)ferrocene dichloropalladium dichloromethane adduct (2.0... As a reaction SMILES: Br[C:2]1[CH:7]=[C:6]([CH:8]2[CH2:12][CH2:11][CH2:10][O:9]2)[C:5]([NH:13]C(=O)C(F)(F)F)=[C:4]([N+:20]([O-:22])=[O:21])[CH:3]=1.CC1(C)C(C)(C)OB([C:31]2[CH:32]=[N:33][C:34]([C:37]([OH:40])([CH3:39])[CH3:38])=[N:35][CH:36]=2)O1.C(=O)([O-])[O-].[Na+].[Na+].O1CCOCC1>CCOC(C)=O.O.ClCCl.Cl[Pd]Cl.C1(P(C2C=CC=CC=2)[C-]2C=CC=C2)C=CC=CC=1.[C-]1(P(C2C=CC=CC=2)C2C=CC=CC=2)C=CC=C1.[Fe+2]>[NH2:13][C:5]1[C:6]([CH:8]2[CH2:12][CH2:11][CH2:10][O:9]2)=[CH:7][C:2]([C:31]2[CH:32]=[N:33][C:34]([C:37]([OH:40])([CH3:39])[CH3:38])=[N:35][CH:36]=2)=[CH:3][C:4]=1[N+:20]([O-:22])=[O:21] |f:2.3.4,8.9.10.11.12|. Reactants: BrC1=CC(=C(C(=C1)C1OCCC1)NC(C(F)(F)F)=O)[N+](=O)[O-] (N-(4-bromo-2-nitro-6-tetrahydrofuran-2-yl-phenyl)-2,2,2-trifluoro-acetamide), CC1(OB(OC1(C)C)C=1C=NC(=NC1)C(C)(C)O)C (2-[5-(4,4,5,5-tetramethyl-1,3,2-dioxaborolan-2-yl)pyrimidin-2-yl]propan-2-ol), C([O-])([O-])=O.[Na+].[Na+] (sodium carbonate), O1CCOCC1 (1,4-dioxane), C([O-])([O-])=O.[Na+].[Na+] (sodium carbonate). Reagents/catalysts: ClCCl.Cl[Pd]Cl.C1(=CC=CC=C1)P([C-]1C=CC=C1)C1=CC=CC=C1.[C-]1(C=CC=C1)P(C1=CC=CC=C1)C1=CC=CC=C1.[Fe+2] (1,1′-bis(diphenylphosphino)ferrocene dichloropalladium dichloromethane). The solvent is CCOC(=O)C (EtOAc), O (water). Starting materials: 5b, (R,R)-(salen)Co(II), O (H2O), 1, C(CCC)(=O)OCC1CO1 ((+/−)-glycidyl butyrate). Reagents/catalysts: CC(=O)O (AcOH). Run in C1CCOC1 (THF). The product is C(CCC)(=O)OC[C@@H]1CO1 ((S)-Glycidyl Butyrate). Yield: 44.0%. As a reaction SMILES: [C:1]([O:6][CH2:7][CH:8]1[O:10][CH2:9]1)(=[O:5])[CH2:2][CH2:3][CH3:4].O>CC(O)=O.C1COCC1>[C:1]([O:6][CH2:7][C@H:8]1[O:10][CH2:9]1)(=[O:5])[CH2:2][CH2:3][CH3:4]. Procedure details: Using the (R,R)-(salen)Co(II) precatalyst of 1 (91 mg, 0.15 mmol, 0.005equiv), (+/−)-glycidyl butyrate (4.32 g, 30.0 mmol), AcOH (32 mL, 0.6 mmol, 0.02 equiv), 0.3 mL THF, and H2O (297 ml,, 16.5 mmol, 0.55 equiv) and a procedure analogous to the one outlined for 5b, (S)-glycidyl butyrate 5d (1.90 g, 13.2 mmol, 44%) was obtained as a clear oil by vacuum distillation of the reaction mixture (30° C., 0.5 torr). The product was determined to be >99% ee by conversion to and analysis of the 2-napthyls... The reactants are C(C)(=O)C1=C(N=C(S1)N1C(N(CC1)CC1=CC=C(C=C1)C(F)(F)F)=O)C (1-(5-acetyl-4-methylthiazol-2-yl)-3-(4-(trifluoromethyl)benzyl)-imidazolidin-2-one), COC(C)(N(C)C)OC (N,N-dimethylacetamide dimethyl acetal). Run in CN(C(C)=O)C (N,N-dimethylacetamide). Reaction conditions: temperature 110 celsius. Yields the product CN(/C(=C/C(=O)C1=C(N=C(S1)N1C(N(CC1)CC1=CC=C(C=C1)C(F)(F)F)=O)C)/C)C ((E)-1-(5-(3-(dimethylamino)but-2-enoyl)-4-methylthiazol-2-yl)-3-(4-(trifluoromethyl)benzyl)imidazolidin-2-one). The yield is 90.0%. Reaction SMILES: [C:1]([C:4]1[S:8][C:7]([N:9]2[CH2:13][CH2:12][N:11]([CH2:14][C:15]3[CH:20]=[CH:19][C:18]([C:21]([F:24])([F:23])[F:22])=[CH:17][CH:16]=3)[C:10]2=[O:25])=[N:6][C:5]=1[CH3:26])(=[O:3])[CH3:2].CO[C:29](OC)([N:31]([CH3:33])[CH3:32])[CH3:30]>CN(C)C(=O)C>[CH3:32][N:31]([CH3:33])/[C:29](/[CH3:30])=[CH:2]/[C:1]([C:4]1[S:8][C:7]([N:9]2[CH2:13][CH2:12][N:11]([CH2:14][C:15]3[CH:20]=[CH:19][C:18]([C:21]([F:22])([F:24])[F:23])=[CH:17][CH:16]=3)[C:10]2=[O:25])=[N:6][C:5]=1[CH3:26])=[O:3]. Procedure: To a solution of 1-(5-acetyl-4-methylthiazol-2-yl)-3-(4-(trifluoromethyl)benzyl)-imidazolidin-2-one (1.00 g, 2.60 mmol) in N,N-dimethylacetamide (10 mL) was added N,N-dimethylacetamide dimethyl acetal (1.0 mL, 6.15 mmol). The reaction mixture was heated for 20 hours at 110° C. The solvent was removed in vacuo, and the residue was washed with water to afford the title compound as a colorless solid in 90% yield (1.07 g): 1H NMR (300 MHz, DMSO-d6) δ 7.70 (d, J=8.1 Hz, 2H), 7.60 (d, J=8.1 Hz, 2H), 5... Reactants: N(=[N+]=[N-])CC1CC(CS1)SC(C)=O (Ethanethioic acid S-[5-(azidomethyl)tetrahydro-3-thienyl]ester), C[O-].[Na+] (sodium methoxide). Run in CO (methyl alcohol). Run at time 2 hour. Yields the product N(=[N+]=[N-])CC1CC(CS1)S (5-(Azidomethyl)tetrahydro-3-thiophenethiol). Isolated yield 20.7%. RXN SMILES: [N:1]([CH2:4][CH:5]1[S:9][CH2:8][CH:7]([S:10]C(=O)C)[CH2:6]1)=[N+:2]=[N-:3].C[O-].[Na+]>CO>[N:1]([CH2:4][CH:5]1[S:9][CH2:8][CH:7]([SH:10])[CH2:6]1)=[N+:2]=[N-:3] |f:1.2|. Procedure: A 0° C. solution, under argon, of 0.279 g of product from Example 141 in 3 ml of dry methyl alcohol is treated with 0.35 ml of 4.35M sodium methoxide. After 2 hours, the reaction mixture is concentrated in vacuo and the residue purified by chromatography (silica gel: 0-5% diethyl ether/hexane) to give 0.0465 g of the desired product. Solvent: CCOCC (ether), CCOCC (ether), CCOCC (ether). The yield is 89.8%. RXN SMILES: [H-].[Na+].[CH3:3][CH:4]([CH2:13][CH2:14][CH:15]=[C:16]([CH3:28])[CH2:17][CH2:18][CH:19]=[C:20]([CH3:27])[CH2:21][CH2:22][CH:23]=[C:24]([CH3:26])[CH3:25])[C:5](=[O:12])[CH2:6]C(OCC)=O.Br[CH2:30][C:31]([CH3:58])=[CH:32][CH2:33][CH2:34][C:35]([CH3:57])=[CH:36][CH2:37][CH2:38][C:39]([CH3:56])=[CH:40][CH2:41][CH2:42][C:43]([CH3:55])=[CH:44][CH2:45][CH2:46][C:47]([CH3:54])=[CH:48][CH2:49][O:50]C(=O)C>CCOCC>[CH3:54][C:47]([CH2:46][CH2:45][CH:44]=[C:43]([CH3:55])[CH2:42][CH2:41][CH:40]=[C:39]([CH3:56])[CH2:38][CH2:37][CH:36]=[C:35]([CH3:57])[CH2:34][CH2:33][CH:32]=[C:31]([CH3:58])[CH2:30][CH2:6][C:5](=[O:12])[CH:4]([CH3:3])[CH2:13][CH2:14][CH:15]=[C:16]([CH3:28])[CH2:17][CH2:18][CH:19]=[C:20]([CH3:27])[CH2:21][CH2:22][CH:23]=[C:24]([CH3:26])[CH3:25])=[CH:48][CH2:49][OH:50] |f:0.1|. Reactants: CC(C(CC(=O)OCC)=O)CCC=C(CCC=C(CCC=C(C)C)C)C (ethyl 3,7,11,15-tetramethyl-6,10,14-hexadecatrien-2-one-1-carboxylate), BrCC(=CCCC(=CCCC(=CCCC(=CCCC(=CCOC(C)=O)C)C)C)C)C (1-bromo-2,6,10,14,18-pentamethyl-20-acetoxy-2,6,10,14,18-eicosapentaene), ice water, [H-].[Na+] (sodium hydride). Conditions: time 30 minute. Reported procedure: To a suspension of sodium hydride (2.64 g) in ether (100 ml), a solution of ethyl 3,7,11,15-tetramethyl-6,10,14-hexadecatrien-2-one-1-carboxylate (18.1 g) in ether (18 ml) is dropwise added, and the resulting mixture is dropwise added, and the resulting mixture is stirred for 30 minutes. Then, a solution of 1-bromo-2,6,10,14,18-pentamethyl-20-acetoxy-2,6,10,14,18-eicosapentaene (26 g) in ether (26 ml) is dropwise added thereto. The reaction mixture is poured into ice water. The ether layer is wa... Product: CC(=CCO)CCC=C(CCC=C(CCC=C(CCC=C(CCC(C(CCC=C(CCC=C(CCC=C(C)C)C)C)C)=O)C)C)C)C (3,7,11,15,19,23,27,31, 35-nonamethyl-2,6,10,14,18,26,30,34-hexatriacontaoctaen-22-on-1-ol). Reactants: COC(=O)C1=CCC(C#N)(c2ccc(OC)c(OC3CCCC3)c2)CC1, CO, [K+], C1CCOC1, [OH-], O. Reaction SMILES: [C:1](#[N:2])[C:3]1([c:13]2[cH:14][c:15]([O:21][CH:22]3[CH2:23][CH2:24][CH2:25][CH2:26]3)[c:16]([O:19][CH3:20])[cH:17][cH:18]2)[CH2:4][CH:5]=[C:6]([C:9](=[O:10])[O:11][CH3:12])[CH2:7][CH2:8]1.[CH3:34][OH:35].[K+:33].[O:27]1[CH2:28][CH2:29][CH2:30][CH2:31]1.[OH-:32].[OH2:36]>>[C:1](#[N:2])[C:3]1([c:13]2[cH:14][c:15]([O:21][CH:22]3[CH2:23][CH2:24][CH2:25][CH2:26]3)[c:16]([O:19][CH3:20])[cH:17][cH:18]2)[CH2:4][CH:5]=[C:6]([C:9](=[O:10])[OH:11])[CH2:7][CH2:8]1. The product is COc1ccc(C2(C#N)CC=C(C(=O)O)CC2)cc1OC1CCCC1. Reactants: O=C(Cl)C1CC1, ClCCl, Fc1cc2nc(COc3ccccc3)n(Cc3ccc(OC(F)(F)F)cc3)c2cc1N1CCNCC1. The product is O=C(C1CC1)N1CCN(c2cc3c(cc2F)nc(COc2ccccc2)n3Cc2ccc(OC(F)(F)F)cc2)CC1. RXN SMILES: [CH:37]1([C:40](=[O:41])[Cl:42])[CH2:38][CH2:39]1.[Cl:43][CH2:44][Cl:45].[F:1][c:2]1[cH:3][c:4]2[c:5]([n:6]([CH2:17][c:18]3[cH:19][cH:20][c:21]([O:24][C:25]([F:26])([F:27])[F:28])[cH:22][cH:23]3)[c:7]([CH2:9][O:10][c:11]3[cH:12][cH:13][cH:14][cH:15][cH:16]3)[n:8]2)[cH:29][c:30]1[N:31]1[CH2:32][CH2:33][NH:34][CH2:35][CH2:36]1>>[F:1][c:2]1[cH:3][c:4]2[c:5]([n:6]([CH2:17][c:18]3[cH:19][cH:20][c:21]([O:24][C:25]([F:26])([F:27])[F:28])[cH:22][cH:23]3)[c:7]([CH2:9][O:10][c:11]3[cH:12][cH:13][cH:14][cH:15][cH:16]3)[n:8]2)[cH:29][c:30]1[N:31]1[CH2:32][CH2:33][N:34]([C:40]([CH:37]2[CH2:38][CH2:39]2)=[O:41])[CH2:35][CH2:36]1. Reactants: [H-].[Na+] (NaH), C(C)(C)(C)OC(=O)N1S(OCC1(C)C1=NC(=CC=C1)Br)(=O)=O (4-(6-bromo-pyridin-2-yl)-4-methyl-2,2-dioxo-2lambda*6*-[1,2,3]oxathiazolidine-3-carboxylic acid tert-butyl ester), C(C)OC([C@@](C(F)(F)F)(C)O)=O ((R)-3,3,3-trifluoro-2-hydroxy-2-methyl-propionic acid ethyl ester). The solvent is CN(C)C=O (DMF). Reaction conditions: time 30 minute. The product is C(C)OC([C@@](C(F)(F)F)(C)OCC(C)(NC(=O)OC(C)(C)C)C1=NC(=CC=C1)Br)=O ((R)-2-[(RS)-2-(6-Bromo-pyridin-2-yl)-2-tert-butoxycarbonylamino-propoxy]-3,3,3-trifluoro-2-methyl-propionic acid ethyl ester). As a reaction SMILES: [H-].[Na+].[C:3]([O:7][C:8]([N:10]1[C:14]([C:16]2[CH:21]=[CH:20][CH:19]=[C:18]([Br:22])[N:17]=2)([CH3:15])[CH2:13][O:12]S1(=O)=O)=[O:9])([CH3:6])([CH3:5])[CH3:4].[CH2:25]([O:27][C:28](=[O:36])[C@:29](O)([CH3:34])[C:30]([F:33])([F:32])[F:31])[CH3:26]>CN(C=O)C>[CH2:25]([O:27][C:28](=[O:36])[C@:29]([O:12][CH2:13][C:14]([C:16]1[CH:21]=[CH:20][CH:19]=[C:18]([Br:22])[N:17]=1)([NH:10][C:8]([O:7][C:3]([CH3:6])([CH3:5])[CH3:4])=[O:9])[CH3:15])([CH3:34])[C:30]([F:32])([F:33])[F:31])[CH3:26] |f:0.1|. Procedure details: At 0° C., NaH (0.508 g of a 60% dispersion in mineral oil, 12.69 mmol) was added to a solution of 4-(6-bromo-pyridin-2-yl)-4-methyl-2,2-dioxo-2lambda*6*-[1,2,3]oxathiazolidine-3-carboxylic acid tert-butyl ester (3.84 g, 9.76 mmol) and (R)-3,3,3-trifluoro-2-hydroxy-2-methyl-propionic acid ethyl ester (2.54 g, 13.67 mmol) in DMF (10 ml, soln. predried over 4 Å mol. sieves). The reaction mixture was allowed to stir at rt for 30 min, then at 60° C. for 17 h. The reaction mixture was quenched with H2... Starting materials: C(C1=CC=CC=C1)=O (benzaldehyde), N1=CC=C(C=C1)C (4-picoline), C(C)(=O)OC(C)=O (acetic anhydride). The solvent is ClCCl (dichloromethane), C(C)(=O)O (acetic acid). The product is C(=CC1=CC=CC=C1)C1=NC=CC=C1 (styrylpyridine). As a reaction SMILES: [CH:1](=O)[C:2]1[CH:7]=[CH:6][CH:5]=[CH:4][CH:3]=1.[N:9]1[CH:14]=[CH:13][C:12](C)=[CH:11][CH:10]=1.[C:16](OC(=O)C)(=O)C>C(O)(=O)C.ClCCl>[CH:16]([C:14]1[CH:13]=[CH:12][CH:11]=[CH:10][N:9]=1)=[CH:1][C:2]1[CH:7]=[CH:6][CH:5]=[CH:4][CH:3]=1. Procedure: A stirring solution of benzaldehyde (44.6 g) and 4-picoline (37.2 g) in acetic acid (24 g) and acetic anhydride (40.8 g) was refluxed for 18 hours. The resultant reaction mixture were cooled, diluted with dichloromethane (300 ml), washed with water and dilute aqueous alkali; and quenched with dilute hydrochloric acid. Precipitate of styrylpyridine hydrochloride (long golden needles) was separated by filtration, washed with methylenechloride, dried and poured into stirred solution of sodium carbo...